From a dataset of the Open Reaction Database (ORD), a public repository of structured organic reaction records. describe an organic reaction: reactants, conditions, products, and yield Starting materials: CC1(C2=CC=CC(=C2OC=2C(=CC=CC12)P(C1=CC=CC=C1)C1=CC=CC=C1)P(C1=CC=CC=C1)C1=CC=CC=C1)C (9,9-dimethyl-4,5-bis(diphenylphosphino)xanthene), NC1=C(C(=O)NOC)C=CC=C1 (2-amino-N-methoxybenzamide), CN1N=C(C(=C1)NC1=NC=C(C(=C1)I)C(F)(F)F)C (N-(1,3-dimethylpyrazol-4-yl)-4-iodo-5-(trifluoromethyl)pyridin-2-amine), C([O-])([O-])=O.[Cs+].[Cs+] (cesium carbonate). The reagents and catalysts are C(C)(=O)[O-].[Pd+2].C(C)(=O)[O-] (palladium(II) acetate). Run in C(C)(C)(C)OC (tBuOMe), O1CCOCC1 (Dioxane). Run at temperature 100 celsius, time 8 hour. The product is CN1N=C(C(=C1)NC1=NC=C(C(=C1)NC1=C(C(=O)NOC)C=CC=C1)C(F)(F)F)C (2-[[2-[(1,3-dimethylpyrazol-4-yl)amino]-5-(trifluoromethyl)-4-pyridyl]amino]-N-methoxy-benzamide). Yield: 69.6%. As a reaction SMILES: CC1(C)C2C=CC=C(P(C3C=CC=CC=3)C3C=CC=CC=3)C=2OC2C1=CC=CC=2P(C1C=CC=CC=1)C1C=CC=CC=1.[NH2:43][C:44]1[CH:54]=[CH:53][CH:52]=[CH:51][C:45]=1[C:46]([NH:48][O:49][CH3:50])=[O:47].[CH3:55][N:56]1[CH:60]=[C:59]([NH:61][C:62]2[CH:67]=[C:66](I)[C:65]([C:69]([F:72])([F:71])[F:70])=[CH:64][N:63]=2)[C:58]([CH3:73])=[N:57]1.C(=O)([O-])[O-].[Cs+].[Cs+]>C([O-])(=O)C.[Pd+2].C([O-])(=O)C.C(OC)(C)(C)C.O1CCOCC1>[CH3:55][N:56]1[CH:60]=[C:59]([NH:61][C:62]2[CH:67]=[C:66]([NH:43][C:44]3[CH:54]=[CH:53][CH:52]=[CH:51][C:45]=3[C:46]([NH:48][O:49][CH3:50])=[O:47])[C:65]([C:69]([F:71])([F:70])[F:72])=[CH:64][N:63]=2)[C:58]([CH3:73])=[N:57]1 |f:3.4.5,6.7.8|. Procedure details: 9,9-dimethyl-4,5-bis(diphenylphosphino)xanthene (0.303 g, 0.52 mmol), palladium(II) acetate (0.059 g, 0.26 mmol), 2-amino-N-methoxybenzamide (1.479 g, 8.90 mmol), N-(1,3-dimethylpyrazol-4-yl)-4-iodo-5-(trifluoromethyl)pyridin-2-amine (2 g, 5.23 mmol) and cesium carbonate (3.41 g, 10.47 mmol) were weighed out in a round bottom flask. Dioxane (60 mL) was added and argon was bubbled through the mixture for 10 minutes. The suspension was stirred at 100° C. overnight. The reaction mixture was allowed...